From a dataset of the Open Reaction Database (ORD), a public repository of structured organic reaction records. describe an organic reaction: reactants, conditions, products, and yield Reactants: N1=CC=CC=C1 (pyridine), ClC1=C(C=CC=C1)N1C(=C(C(C=C1C1=CC=CC=C1)=O)C)C1=CC=CC=C1 (1-(2-chlorophenyl)-3-methyl-2,6-diphenyl-4(1H)-pyridinone), P12(=S)SP3(=S)SP(=S)(S1)SP(=S)(S2)S3 (phosphorus pentasulfide), resultant mixture. The solvent is O (water). Yields the product ClC1=C(C=CC=C1)N1C(=C(C(C=C1C1=CC=CC=C1)=S)C)C1=CC=CC=C1 (1-(2-chlorophenyl)-3-methyl-2,6-diphenyl-4(1H)-pyridinethione). Yield: 81.0%. Reaction SMILES: N1C=CC=CC=1.[Cl:7][C:8]1[CH:13]=[CH:12][CH:11]=[CH:10][C:9]=1[N:14]1[C:19]([C:20]2[CH:25]=[CH:24][CH:23]=[CH:22][CH:21]=2)=[CH:18][C:17](=O)[C:16]([CH3:27])=[C:15]1[C:28]1[CH:33]=[CH:32][CH:31]=[CH:30][CH:29]=1.P12(SP3(SP(SP(S3)(S1)=S)(=S)S2)=S)=[S:35]>O>[Cl:7][C:8]1[CH:13]=[CH:12][CH:11]=[CH:10][C:9]=1[N:14]1[C:19]([C:20]2[CH:25]=[CH:24][CH:23]=[CH:22][CH:21]=2)=[CH:18][C:17](=[S:35])[C:16]([CH3:27])=[C:15]1[C:28]1[CH:33]=[CH:32][CH:31]=[CH:30][CH:29]=1. Reported procedure: To 40 ml of pyridine were added 1.3 g (0.0035 mole) of 1-(2-chlorophenyl)-3-methyl-2,6-diphenyl-4(1H)-pyridinone and 0.9 g (0.0042 mole) of phosphorus pentasulfide, followed by refluxing the resultant mixture for 3 hours. After cooling, the reaction mixture was poured into water and the resulting crystals were collected by filtration. The crystals were dissolved in 100 ml of chloroform, and washed first with 30 ml of 2N hydrochloric acid and then with 30 ml of a saturated aqueous solution of sod...